This data is from the Open Reaction Database (ORD), a public repository of structured organic reaction records. The task is: describe an organic reaction: reactants, conditions, products, and yield Reactants: CC(=O)O, COc1cc(C)nc(NC(=O)NS(=O)(=O)c2ccccc2[N+](=O)[O-])n1, [H][H], [Na]. As a reaction SMILES: [CH3:29][C:30](=[O:31])[OH:32].[CH3:2][O:3][c:4]1[n:5][c:6]([NH:11][C:12](=[O:13])[NH:14][S:15](=[O:16])(=[O:17])[c:18]2[c:19]([N+:24]([O-:25])=[O:26])[cH:20][cH:21][cH:22][cH:23]2)[n:7][c:8]([CH3:10])[cH:9]1.[H:27][H:28].[Na:1]>>[CH3:2][O:3][c:4]1[n:5][c:6]([NH:11][C:12](=[O:13])[NH:14][S:15](=[O:16])(=[O:17])[c:18]2[c:19]([NH2:24])[cH:20][cH:21][cH:22][cH:23]2)[n:7][c:8]([CH3:10])[cH:9]1. Yields the product COc1cc(C)nc(NC(=O)NS(=O)(=O)c2ccccc2N)n1. Reactants: BrC1=CC=C(C=C1)C1=CC(=NC(=N1)SCC)N (6-(4-bromophenyl)-2-(ethylthio)pyrimidin-4-amine), BrCC(OC)OC (2-bromo-1,1-dimethoxyethane). Run in C1CCOC1 (THF), O (water), O (water). Conditions: time 24 hour. Yields the product BrC1=CC=C(C=C1)C1=CC=2N(C(=N1)SCC)C=CN2 (7-(4-bromophenyl)-5-(ethylthio)imidazo[1,2-c]pyrimidine). Yield: 77.3%. Reaction SMILES: [Br:1][C:2]1[CH:7]=[CH:6][C:5]([C:8]2[N:13]=[C:12]([S:14][CH2:15][CH3:16])[N:11]=[C:10]([NH2:17])[CH:9]=2)=[CH:4][CH:3]=1.Br[CH2:19][CH:20](OC)OC>C1COCC1.O>[Br:1][C:2]1[CH:3]=[CH:4][C:5]([C:8]2[N:13]=[C:12]([S:14][CH2:15][CH3:16])[N:11]3[CH:19]=[CH:20][N:17]=[C:10]3[CH:9]=2)=[CH:6][CH:7]=1. Procedure details: To a slurry of 6-(4-bromophenyl)-2-(ethylthio)pyrimidin-4-amine (35.00 g, 112.8 mmol) in 20 mL of THF and 200 mL of water was added 2-bromo-1,1-dimethoxyethane (38.14 g, 225.7 mmol) at ambient temperature. The reaction flask was fitted with a condenser and the mixture was allowed to proceed with stirring at reflux overnight. After 24 hours, the reaction mixture was cooled and poured into 400 mL of water. The solid was collected by vacuum filtration. The wet solid was suspended in 500 mL of aqueo...